This data is from the Open Reaction Database (ORD), a public repository of structured organic reaction records. The task is: describe an organic reaction: reactants, conditions, products, and yield Reactants: C(=O)(O)C=1SC=C2NC(N(C(C21)=O)C2=C(C=CC(=C2)S(=O)(=O)N2CCCC1=CC=CC=C21)Cl)=O (5-carboxy-3-[2-chloro-5-(3,4-dihydroquinolin-1(2H)-ylsulfonyl)phenyl]thieno[3,4-d]-pyrimidine-2,4(1H,3H)-dione), C(=O)(N1C=NC=C1)N1C=NC=C1 (1,1′-carbonylbis-1H-imidazole), N (ammonia). Run in C(C)(=O)OCC (ethyl acetate), O1CCCC1 (tetrahydrofuran). Run at time 1 hour. Product: C(N)(=O)C=1SC=C2NC(N(C(C21)=O)C2=C(C=CC(=C2)S(=O)(=O)N2CCCC1=CC=CC=C21)Cl)=O (5-Carbamoyl-3-[2-chloro-5-(3,4-dihydroquinolin-1(2H)-yl -sulfonyl)phenyl]thieno[3,4-d]pyrimidine-2,4(1H,3H)-dione). Yield: 93.0%. Reaction SMILES: [C:1]([C:4]1[S:5][CH:6]=[C:7]2[C:12]=1[C:11](=[O:13])[N:10]([C:14]1[CH:19]=[C:18]([S:20]([N:23]3[C:32]4[C:27](=[CH:28][CH:29]=[CH:30][CH:31]=4)[CH2:26][CH2:25][CH2:24]3)(=[O:22])=[O:21])[CH:17]=[CH:16][C:15]=1[Cl:33])[C:9](=[O:34])[NH:8]2)(O)=[O:2].C(N1C=CN=C1)([N:37]1C=CN=C1)=O.N>O1CCCC1.C(OCC)(=O)C>[C:1]([C:4]1[S:5][CH:6]=[C:7]2[C:12]=1[C:11](=[O:13])[N:10]([C:14]1[CH:19]=[C:18]([S:20]([N:23]3[C:32]4[C:27](=[CH:28][CH:29]=[CH:30][CH:31]=4)[CH2:26][CH2:25][CH2:24]3)(=[O:22])=[O:21])[CH:17]=[CH:16][C:15]=1[Cl:33])[C:9](=[O:34])[NH:8]2)(=[O:2])[NH2:37]. Reported procedure: To a solution of 5-carboxy-3-[2-chloro-5-(3,4-dihydroquinolin-1(2H)-ylsulfonyl)phenyl]thieno[3,4-d]-pyrimidine-2,4(1H,3H)-dione (14 mg) in tetrahydrofuran (1 mL) was added 1,1′-carbonylbis-1H-imidazole (9 mg), and the mixture was stirred at room temperature for 1 hour. To the reaction mixture was added 28% aqueous ammonia solution (0.5 mL), and the mixture was stirred at room temperature for 1 hour. The reaction mixture was diluted with ethyl acetate, and the resulting mixture was washed with wa... The reactants are Cc1[nH]c(C(=O)NC2CCNCC2)c(Cl)c1Cl, COc1nc(Cl)nc(Cl)n1, Cl, CN(C)C=O, O. Yields the product COc1nc(Cl)nc(N2CCC(NC(=O)c3[nH]c(C)c(Cl)c3Cl)CC2)n1. Reaction SMILES: [Cl:12][c:13]1[c:14]([C:20](=[O:21])[NH:22][CH:23]2[CH2:24][CH2:25][NH:26][CH2:27][CH2:28]2)[nH:15][c:16]([CH3:19])[c:17]1[Cl:18].[Cl:1][c:2]1[n:3][c:4]([O:9][CH3:10])[n:5][c:6]([Cl:8])[n:7]1.[ClH:11].[O:29]=[CH:30][N:31]([CH3:32])[CH3:33].[OH2:34]>>[c:2]1([N:26]2[CH2:25][CH2:24][CH:23]([NH:22][C:20]([c:14]3[c:13]([Cl:12])[c:17]([Cl:18])[c:16]([CH3:19])[nH:15]3)=[O:21])[CH2:28][CH2:27]2)[n:3][c:4]([O:9][CH3:10])[n:5][c:6]([Cl:8])[n:7]1.